Dataset: the Open Reaction Database (ORD), a public repository of structured organic reaction records. Task: describe an organic reaction: reactants, conditions, products, and yield As a reaction SMILES: [C:21]([CH3:22])([CH3:23])([CH3:24])[NH2:25].[CH3:1][O:2][c:3]1[cH:4][c:5]2[c:10]([cH:11][c:12]1[O:13][CH3:14])-[c:9]1[n:8]([c:18](=[O:19])[n:17][c:16]([Cl:20])[cH:15]1)[CH2:7][CH2:6]2.[CH:26]([Cl:27])([Cl:28])[Cl:29]>>[CH3:1][O:2][c:3]1[cH:4][c:5]2[c:10]([cH:11][c:12]1[O:13][CH3:14])-[c:9]1[n:8]([c:18](=[O:19])[n:17][c:16]([NH:25][C:21]([CH3:22])([CH3:23])[CH3:24])[cH:15]1)[CH2:7][CH2:6]2.[ClH:20]. Product: COc1cc2c(cc1OC)-c1cc(NC(C)(C)C)nc(=O)n1CC2, Cl. Reactants: CC(C)(C)N, COc1cc2c(cc1OC)-c1cc(Cl)nc(=O)n1CC2, ClC(Cl)Cl. Reaction SMILES: [CH3:1][NH2:2].[CH3:27][OH:28].[F:3][CH2:4][O:5][N:6]=[C:7]([C:8](=[O:9])[O:10][CH3:11])[c:12]1[c:13]([CH2:18][O:19][c:20]2[c:21]([CH3:26])[cH:22][cH:23][cH:24][cH:25]2)[cH:14][cH:15][cH:16][cH:17]1>>[CH3:1][NH:2][C:8]([C:7](=[N:6][O:5][CH2:4][F:3])[c:12]1[c:13]([CH2:18][O:19][c:20]2[c:21]([CH3:26])[cH:22][cH:23][cH:24][cH:25]2)[cH:14][cH:15][cH:16][cH:17]1)=[O:9]. Product: CNC(=O)C(=NOCF)c1ccccc1COc1ccccc1C. The reactants are CN, CO, COC(=O)C(=NOCF)c1ccccc1COc1ccccc1C. The reactants are COC1=NC(=NC(=C1)OC)N[Si](C)(C)C (4,6-dimethoxy-2-trimethylsilylaminopyrimidine), C1=CC=C(C=C1)OC(=S)Cl (phenyl chlorothionocarbonate). Solvent: C(C)#N (acetonitrile). The product is COC1=NC(=NC(=C1)OC)N=C=S (4,6-Dimethoxy-2-isothiocyanatopyrimidine). The yield is 43.5%. As a reaction SMILES: [CH3:1][O:2][C:3]1[CH:8]=[C:7]([O:9][CH3:10])[N:6]=[C:5]([NH:11][Si](C)(C)C)[N:4]=1.C1C=CC(O[C:23](Cl)=[S:24])=CC=1>C(#N)C>[CH3:1][O:2][C:3]1[CH:8]=[C:7]([O:9][CH3:10])[N:6]=[C:5]([N:11]=[C:23]=[S:24])[N:4]=1. Reported procedure: A solution of 45.0 g of 4,6-dimethoxy-2-trimethylsilylaminopyrimidine and 35.0 g of phenyl chlorothionocarbonate in 300 ml of acetonitrile is refluxed for 10 hours. The reaction solution is concentrated under reduced pressure to remove acetonitrile. Toluene (300 ml) is added to the residue and filtered to remove insoluble substance. The filtrate is concentrated under reduced pressure and purified by silica gel column-chromatography (eluent: ethyl acetate:hexane =1:1). 4,6-Dimethoxy-2-isothiocyan... The reactants are C(C)OC(=O)[C@H]1C[C@@H]([C@@H](CC1)N[C@H](C)C1=CC=CC=C1)F ((1R,3S,4R)-3-Fluoro-4-((R)-1-phenyl-ethylamino)-cyclohexanecarboxylic acid ethyl ester), [OH-].[Li+] (lithium hydroxide), C(C)(=O)O (acetic acid). Run in CO (methanol). The product is C(C)(=O)O.F[C@H]1C[C@@H](CC[C@H]1N[C@H](C)C1=CC=CC=C1)C(=O)O ((1R,3S,4R)-3-Fluoro-4-((R)-1-phenyl-ethylamino)-cyclohexanecarboxylic acid acetate). Yield: 122.6%. As a reaction SMILES: C([O:3][C:4]([C@@H:6]1[CH2:11][CH2:10][C@@H:9]([NH:12][C@@H:13]([C:15]2[CH:20]=[CH:19][CH:18]=[CH:17][CH:16]=2)[CH3:14])[C@@H:8]([F:21])[CH2:7]1)=[O:5])C.[OH-].[Li+].C(O)(=O)C>CO>[C:4]([OH:5])(=[O:3])[CH3:6].[F:21][C@@H:8]1[C@H:9]([NH:12][C@@H:13]([C:15]2[CH:20]=[CH:19][CH:18]=[CH:17][CH:16]=2)[CH3:14])[CH2:10][CH2:11][C@@H:6]([C:4]([OH:5])=[O:3])[CH2:7]1 |f:1.2,5.6|. Procedure: A solution of ester (c) (1.5 g) in methanol (50 mL) was treated with lithium hydroxide (630 mg). After 2 hours acetic acid (1 mL) was added and the mixture was evaporated to dryness. Chromatography on silica eluting with 1:9:90 (acetic acid:methanol:dichloromethane) afforded an oil (1.02 g). The reactants are BrCCCCCCC1=C(C(=CC=C1)O)O (1-(6-bromohexyl)-2,3-dihydroxybenzene), C(C1=CC=CC=C1)Br (benzyl bromide), C([O-])([O-])=O.[K+].[K+] (potassium carbonate), COCCOCCN(CCOCCOC)CCOCCOC (tris[2-(2-methoxyethoxy)ethyl]amine). Solvent: C1(=CC=CC=C1)C (toluene). The product is BrCCCCCCC1=C(C(=CC=C1)OCC1=CC=CC=C1)OCC1=CC=CC=C1 (1-(6-bromohexyl)-2,3-bis(phenylmethoxy)benzene). The yield is 561.1%. Reaction SMILES: [Br:1][CH2:2][CH2:3][CH2:4][CH2:5][CH2:6][CH2:7][C:8]1[CH:13]=[CH:12][CH:11]=[C:10]([OH:14])[C:9]=1O.[CH2:16](Br)[C:17]1[CH:22]=[CH:21][CH:20]=[CH:19][CH:18]=1.[C:24](=[O:27])([O-])[O-].[K+].[K+].COCCOCCN(CCO[CH2:48][CH2:49]OC)CCOCCOC>C1(C)C=CC=CC=1>[Br:1][CH2:2][CH2:3][CH2:4][CH2:5][CH2:6][CH2:7][C:8]1[CH:13]=[CH:12][CH:11]=[C:10]([O:14][CH2:16][C:17]2[CH:22]=[CH:21][CH:20]=[CH:19][CH:18]=2)[C:9]=1[O:27][CH2:24][C:49]1[CH:48]=[CH:5][CH:4]=[CH:3][CH:2]=1 |f:2.3.4|. Reported procedure: A mixture of 31.3 g (0.115 mol) of 1-(6-bromohexyl)-2,3-dihydroxybenzene, 41 mL (0.34 mol) of benzyl bromide, 47.5 g (0.34 mol) of potassium carbonate and 4.4 mL (13.6 mmol) of tris[2-(2-methoxyethoxy)ethyl]amine (TDA-1) in 750 mL of toluene was stirred at reflux for 40 hours. The reaction mixture was washed with half-saturated brine, dried and concentrated under reduced pressure to which was purified by HPLC using 25% toluene-hexane to give 34.6 g (67% yield) of 1-(6-bromohexyl)-2,3-bis(phenylm... Reactants: ClC1=NC(=NC(=C1)Cl)C (4,6-dichloro-2-methylpyrimidine), [B-](C=C)(F)(F)F.[K+] (potassium trifluoro(vinyl)borate), C(CCC)P(C12CC3CC(CC(C1)C3)C2)C23CC1CC(CC(C2)C1)C3 (butyldi-1-adamantylphosphine). Reagents/catalysts: C(C)(=O)[O-].[Pd+2].C(C)(=O)[O-] (palladium acetate). Conditions: temperature 100 celsius. Product: ClC1=NC(=NC(=C1)C=C)C (4-chloro-2-methyl-6-vinylpyrimidine). As a reaction SMILES: Cl[C:2]1[CH:7]=[C:6]([Cl:8])[N:5]=[C:4]([CH3:9])[N:3]=1.[B-](F)(F)(F)[CH:11]=[CH2:12].[K+].C(P(C12CC3CC(CC(C3)C1)C2)C12CC3CC(CC(C3)C1)C2)CCC>C([O-])(=O)C.[Pd+2].C([O-])(=O)C>[Cl:8][C:6]1[CH:7]=[C:2]([CH:11]=[CH2:12])[N:3]=[C:4]([CH3:9])[N:5]=1 |f:1.2,4.5.6|. Reported procedure: In the reaction vessel 4,6-dichloro-2-methylpyrimidine (26.3 g, 161 mmol, 1.0 eq), potassium trifluoro(vinyl)borate (0.905 g, 4.03 mmol) cesium carbonate (97 g, 299 mmol, 2.0 eq) and butyldi-1-adamantylphosphine (2.89 g, 8.06 mmol 0.054 eq) were combined. This mixture was then evacuated and backfilled with nitrogen (3 times). Toluene (452 ml) and water (45 mL) were added to this flask. This mixture was purged with nitrogen for 20 min, then palladium acetate (0.905 g, 4.03 mmol, 0.027 eq) was add...